Dataset: the Open Reaction Database (ORD), a public repository of structured organic reaction records. Task: describe an organic reaction: reactants, conditions, products, and yield Reactants: C=C(C)Br, N#Cc1cccc(B(O)O)c1, COCCOC, [Na+], [Na+], O=C([O-])[O-], O, c1ccc(P(c2ccccc2)(c2ccccc2)[Pd](P(c2ccccc2)(c2ccccc2)c2ccccc2)(P(c2ccccc2)(c2ccccc2)c2ccccc2)P(c2ccccc2)(c2ccccc2)c2ccccc2)cc1. Yields the product C=C(C)c1cccc(C#N)c1. RXN SMILES: [Br:12][C:13](=[CH2:14])[CH3:15].[C:1](#[N:2])[c:3]1[cH:4][c:5]([B:9]([OH:10])[OH:11])[cH:6][cH:7][cH:8]1.[CH3:22][O:23][CH2:24][CH2:25][O:26][CH3:27].[Na+:16].[Na+:17].[O-:18][C:19](=[O:20])[O-:21].[OH2:28].[cH:29]1[cH:30][cH:31][c:32]([P:33]([Pd:34]([P:35]([c:36]2[cH:37][cH:38][cH:39][cH:40][cH:41]2)([c:42]2[cH:43][cH:44][cH:45][cH:46][cH:47]2)[c:48]2[cH:49][cH:50][cH:51][cH:52][cH:53]2)([P:54]([c:55]2[cH:56][cH:57][cH:58][cH:59][cH:60]2)([c:61]2[cH:62][cH:63][cH:64][cH:65][cH:66]2)[c:67]2[cH:68][cH:69][cH:70][cH:71][cH:72]2)[P:73]([c:74]2[cH:75][cH:76][cH:77][cH:78][cH:79]2)([c:80]2[cH:81][cH:82][cH:83][cH:84][cH:85]2)[c:86]2[cH:87][cH:88][cH:89][cH:90][cH:91]2)([c:92]2[cH:93][cH:94][cH:95][cH:96][cH:97]2)[c:98]2[cH:99][cH:100][cH:101][cH:102][cH:103]2)[cH:104][cH:105]1>>[C:1](#[N:2])[c:3]1[cH:4][c:5]([C:13](=[CH2:14])[CH3:15])[cH:6][cH:7][cH:8]1. Reactants: COc1ccc(N(C)c2nc(NCCNC(=O)OC(C)(C)C)nc3ccc(OC)cc23)cc1, CC(C)(C)OC(=O)NCCN, CCCCO, CCN(C(C)C)C(C)C, COc1ccc(N(C)c2nc(Cl)nc3ccc(OC)cc23)cc1. The product is COc1ccc(N(C)c2nc(NCCN)nc3ccc(OC)cc23)cc1. As a reaction SMILES: [C:1]([O:2][C:3](=[O:4])[NH:7][CH2:8][CH2:9][NH:10][c:11]1[n:12][c:13]2[cH:14][cH:15][c:16]([O:31][CH3:32])[cH:17][c:18]2[c:19]([N:21]([CH3:22])[c:23]2[cH:24][cH:25][c:26]([O:29][CH3:30])[cH:27][cH:28]2)[n:20]1)([CH3:5])([CH3:6])[CH3:33].[C:57]([O:58][C:59](=[O:60])[NH:61][CH2:62][CH2:63][NH2:64])([CH3:65])([CH3:66])[CH3:67].[CH2:77]([OH:78])[CH2:79][CH2:80][CH3:81].[CH:68]([N:69]([CH:70]([CH3:71])[CH3:72])[CH2:73][CH3:74])([CH3:75])[CH3:76].[Cl:34][c:35]1[n:36][c:37]([N:38]([c:39]2[cH:40][cH:41][c:42]([O:43][CH3:44])[cH:45][cH:46]2)[CH3:47])[c:48]2[c:49]([cH:50][cH:51][c:52]([O:53][CH3:54])[cH:55]2)[n:56]1>>[NH2:7][CH2:8][CH2:9][NH:10][c:11]1[n:12][c:13]2[cH:14][cH:15][c:16]([O:31][CH3:32])[cH:17][c:18]2[c:19]([N:21]([CH3:22])[c:23]2[cH:24][cH:25][c:26]([O:29][CH3:30])[cH:27][cH:28]2)[n:20]1. Starting materials: CN1CCOCC1, ClCCl, Nc1ccc(C(F)(F)F)cn1, O=C(Cl)CN1CCC(c2ccccc2)(c2ccccc2)C1=O. The product is O=C(CN1CCC(c2ccccc2)(c2ccccc2)C1=O)Nc1ccc(C(F)(F)F)cn1. RXN SMILES: [CH3:34][N:35]1[CH2:36][CH2:37][O:38][CH2:39][CH2:40]1.[Cl:41][CH2:42][Cl:43].[F:23][C:24]([c:25]1[cH:26][cH:27][c:28]([NH2:31])[n:29][cH:30]1)([F:32])[F:33].[O:1]=[C:2]1[N:3]([CH2:19][C:20](=[O:21])[Cl:22])[CH2:4][CH2:5][C:6]1([c:7]1[cH:8][cH:9][cH:10][cH:11][cH:12]1)[c:13]1[cH:14][cH:15][cH:16][cH:17][cH:18]1>>[O:1]=[C:2]1[N:3]([CH2:19][C:20](=[O:21])[NH:31][c:28]2[cH:27][cH:26][c:25]([C:24]([F:23])([F:32])[F:33])[cH:30][n:29]2)[CH2:4][CH2:5][C:6]1([c:7]1[cH:8][cH:9][cH:10][cH:11][cH:12]1)[c:13]1[cH:14][cH:15][cH:16][cH:17][cH:18]1.